From a dataset of the Open Reaction Database (ORD), a public repository of structured organic reaction records. describe an organic reaction: reactants, conditions, products, and yield The reactants are C(CC)C1CCC(CC1)C1=CC=C(C=C1)O (4-(4-propyl-1-cyclohexyl)phenol), FC1=C(C(=O)O)C=CC(=C1F)OCC (2,3-difluoro-4-ethoxybenzoic acid), N,N-dicyclohexylcarbodiimide, C(C)OCC (diethyl ether). Reagents/catalysts: CN(C1=CC=NC=C1)C (4-dimethylaminopyridine). The solvent is C(Cl)Cl (methylene chloride), C(Cl)Cl (methylene chloride). Conditions: time 1 hour. Product: C(C)OC1=C(C(=C(C(=O)OC2=CC=C(C=C2)C2CCC(CC2)CCC)C=C1)F)F (4-(4-propylcyclohexyl)phenyl 4-ethoxy-2,3-difluorobenzoate). Isolated yield 100.7%. Reaction SMILES: [CH2:1]([CH:4]1[CH2:9][CH2:8][CH:7]([C:10]2[CH:15]=[CH:14][C:13]([OH:16])=[CH:12][CH:11]=2)[CH2:6][CH2:5]1)[CH2:2][CH3:3].C(OCC)C.[F:22][C:23]1[C:31]([F:32])=[C:30]([O:33][CH2:34][CH3:35])[CH:29]=[CH:28][C:24]=1[C:25](O)=[O:26]>C(Cl)Cl.CN(C)C1C=CN=CC=1>[CH2:34]([O:33][C:30]1[CH:29]=[CH:28][C:24]([C:25]([O:16][C:13]2[CH:14]=[CH:15][C:10]([CH:7]3[CH2:6][CH2:5][CH:4]([CH2:1][CH2:2][CH3:3])[CH2:9][CH2:8]3)=[CH:11][CH:12]=2)=[O:26])=[C:23]([F:22])[C:31]=1[F:32])[CH3:35]. Procedure: In a 1 L three-neck flask, 6.60 g of 2,3-difluoro-4-ethoxybenzoic acid (a) and 7.06 g of 4-(4-propyl-1-cyclohexyl)phenol (b) were dissolved in 450 mL of methylene chloride. 4.09 g of 4-dimethylaminopyridine was added thereto and stirred for 1 hour at room temperature. A solution of 7.60 g of N,N-dicyclohexylcarbodiimide dissolved in 195 mL of methylene chloride was added thereto and stirred overnight. Then diethyl ether was added and the precipitated urea was filtered off, saturated aqueous solu... Starting materials: C1OC=2C=C(CCN)C=CC2O1 (3,4-methylenedioxyphenethylamine), COC(C1=CC=C(C=C1)C=1N=C(C2=C(N1)SC(=C2)Cl)Cl)=O (4-(4-chloro-6-chloro-thieno-[2,3-d]-pyrimidin-2-yl)-benzoic acid methylester). The product is COC(C1=CC=C(C=C1)C=1N=C(C2=C(N1)SC(=C2)Cl)NCCC2=CC1=C(C=C2)OCO1)=O (4-[4-(3,4-methylenedioxyphenethylamino)-6-chloro-thieno-[2,3-d]-pyrimidin-2-yl]-benzoic acid methylester). As a reaction SMILES: [CH2:1]1[O:12][C:11]2[CH:10]=[CH:9][C:5]([CH2:6][CH2:7][NH2:8])=[CH:4][C:3]=2[O:2]1.[CH3:13][O:14][C:15](=[O:33])[C:16]1[CH:21]=[CH:20][C:19]([C:22]2[N:23]=[C:24](Cl)[C:25]3[CH:30]=[C:29]([Cl:31])[S:28][C:26]=3[N:27]=2)=[CH:18][CH:17]=1>>[CH3:13][O:14][C:15](=[O:33])[C:16]1[CH:21]=[CH:20][C:19]([C:22]2[N:23]=[C:24]([NH:8][CH2:7][CH2:6][C:5]3[CH:9]=[CH:10][C:11]4[O:12][CH2:1][O:2][C:3]=4[CH:4]=3)[C:25]3[CH:30]=[C:29]([Cl:31])[S:28][C:26]=3[N:27]=2)=[CH:18][CH:17]=1. Procedure: The reaction procedure as above wherein 3,4-methylenedioxyphenethylamine is reacted with 4-(4-chloro-6-chloro-thieno-[2,3-d]-pyrimidin-2-yl)-benzoic acid methylester yields 4-[4-(3,4-methylenedioxyphenethylamino)-6-chloro-thieno-[2,3-d]-pyrimidin-2-yl]-benzoic acid methylester. The reactants are compound, C(CCC)O (butanol). The solvent is N1=CC=CC=C1 (pyridine). Yields the product C(CCC)OC=1CCC1OCCCC (3,4-dibutoxy-3-cyclobutene). Isolated yield 12.2%. Reaction SMILES: [CH2:1]([OH:5])[CH2:2][CH2:3][CH3:4]>N1C=CC=CC=1>[CH2:1]([O:5][C:4]1[CH2:3][CH2:2][C:1]=1[O:5][CH2:1][CH2:2][CH2:3][CH3:4])[CH2:2][CH2:3][CH3:4]. Procedure: In a reactor flask purged with nitrogen gas, 1.4 g (2.0 mmol) of the compound No. 40 obtained in Example 2, 0.50 g (2.2 mmol) of 3,4-dibutoxy-3-cyclobutene, 4.0 g of butanol, and 0.24 g of pyridine were charged, and the resulting mixture was stirred at room temperature for 15 hours, at 50° C. for 4 hours, and at 75° C. for 21 hours. The reaction solution was cooled to room temperature and concentrated to dryness under reduced pressure. The resulting residue was purified with a column (silica gel...